From a dataset of the Open Reaction Database (ORD), a public repository of structured organic reaction records. describe an organic reaction: reactants, conditions, products, and yield The reactants are CC(C)=O, O=[N+]([O-])c1cc[n+]([O-])cc1, Nc1ccc([N+](=O)[O-])cc1. The product is O=[N+]([O-])c1cc[n+]([O-])cc1, Nc1ccc([N+](=O)[O-])cc1. Reaction SMILES: [CH3:21][C:22](=[O:23])[CH3:24].[N+:11](=[O:12])([O-:13])[c:14]1[cH:15][cH:16][n+:17]([O-:20])[cH:18][cH:19]1.[NH2:1][c:2]1[cH:3][cH:4][c:5]([N+:8]([O-:9])=[O:10])[cH:6][cH:7]1>>[N+:11](=[O:12])([O-:13])[c:14]1[cH:15][cH:16][n+:17]([O-:20])[cH:18][cH:19]1.[NH2:1][c:2]1[cH:3][cH:4][c:5]([N+:8](=[O:9])[O-:10])[cH:6][cH:7]1. Conditions: temperature 140 celsius. Isolated yield 77.7%. Yields the product C(C)(C)C1=C(C=CC=C1)C1=C(C2=C(S1)C=C(C=C2)OC)OC2=CC=C(C=C2)/C=C/C(=O)OC ((E)-methyl 3-(4-((2-(2-isopropylphenyl)-6-methoxybenzo[b]thiophen-3-yl)oxy)phenyl)acrylate). Run in CCOC(=O)C (EtOAc), CC(=O)N(C)C (DMA). Reported procedure: To a solution of (E)-4-(4-((6-methoxybenzo[b]thiophen-3-yl)oxy)phenyl)but-3-en-2-one (45 g, 132 mmol) in anhydrous DMA (450 mL) at room temperature was added 1-iodo-2-isopropylbenzene (57 g, 231.6 mmol), chloro[2-(dicyclohexylphosphino)-3,6-dimethoxy-2′,4′,6′-tri-i-propyl-1,1′-biphenyl][2-(2-aminoethyl)phenyl]palladium(II) (BrettPhos Palladacycle 1st generation, 6.34 g, 7.93 mmol), trimethylacetic acid (40.5 g, 397 mmol) and potassium carbonate (55 g, 397 mmol). The resulting mixture was heated ... RXN SMILES: [CH3:1][O:2][C:3]1[CH:4]=[CH:5][C:6]2[C:10]([O:11][C:12]3[CH:17]=[CH:16][C:15](/[CH:18]=[CH:19]/[C:20](=[O:22])C)=[CH:14][CH:13]=3)=[CH:9][S:8][C:7]=2[CH:23]=1.I[C:25]1[CH:30]=[CH:29][CH:28]=[CH:27][C:26]=1[CH:31]([CH3:33])[CH3:32].CC(C)(C)[C:36](O)=[O:37].C(=O)([O-])[O-].[K+].[K+]>CC(N(C)C)=O.CCOC(C)=O>[CH:31]([C:26]1[CH:27]=[CH:28][CH:29]=[CH:30][C:25]=1[C:9]1[S:8][C:7]2[CH:23]=[C:3]([O:2][CH3:1])[CH:4]=[CH:5][C:6]=2[C:10]=1[O:11][C:12]1[CH:17]=[CH:16][C:15](/[CH:18]=[CH:19]/[C:20]([O:37][CH3:36])=[O:22])=[CH:14][CH:13]=1)([CH3:33])[CH3:32] |f:3.4.5|. Reactants: COC=1C=CC2=C(SC=C2OC2=CC=C(C=C2)/C=C/C(C)=O)C1 ((E)-4-(4-((6-methoxybenzo[b]thiophen-3-yl)oxy)phenyl)but-3-en-2-one), IC1=C(C=CC=C1)C(C)C (1-iodo-2-isopropylbenzene), chloro[2-(dicyclohexylphosphino)-3,6-dimethoxy-2′,4′,6′-tri-i-propyl-1,1′-biphenyl][2-(2-aminoethyl)phenyl]palladium(II), CC(C(=O)O)(C)C (trimethylacetic acid), C([O-])([O-])=O.[K+].[K+] (potassium carbonate). Reported procedure: 1-(3-Trifluoromethyl-phenyl)-3-[4-(1-triisopropylsilanyl-1H-pyrrolo[2,3-b]pyridin-3-ylmethyl)-phenyl]-urea (114, 85.0 mg, 0.150 mmol) was dissolved in tetrahydrofuran (10.0 mL) and tetra-n-butylammonium fluoride (52.2 mg, 0.200 mmol) was added. After 10 minutes, the reaction mixture was poured into water and extracted with ethyl acetate. The organic layer was washed with brine, dried over sodium sulfate, concentrated and purified with by silica gel chromatography to give the compound (P-0262, 23... Reactants: [F-].C(CCC)[N+](CCCC)(CCCC)CCCC (tetra-n-butylammonium fluoride), FC(C=1C=C(C=CC1)NC(=O)NC1=CC=C(C=C1)CC1=CN(C2=NC=CC=C21)[Si](C(C)C)(C(C)C)C(C)C)(F)F (1-(3-Trifluoromethyl-phenyl)-3-[4-(1-triisopropylsilanyl-1H-pyrrolo[2,3-b]pyridin-3-ylmethyl)-phenyl]-urea), O (water). Run in O1CCCC1 (tetrahydrofuran). Run at time 10 minute. The product is N1C=C(C=2C1=NC=CC2)CC2=CC=C(C=C2)NC(=O)NC2=CC(=CC=C2)C(F)(F)F (1-[4-(1H-Pyrrolo[2,3-b]pyridin-3-ylmethyl)-phenyl]-3-(3-trifluoromethyl-phenyl)-urea). Reaction SMILES: [F:1][C:2]([F:40])([F:39])[C:3]1[CH:4]=[C:5]([NH:9][C:10]([NH:12][C:13]2[CH:18]=[CH:17][C:16]([CH2:19][C:20]3[C:28]4[C:23](=[N:24][CH:25]=[CH:26][CH:27]=4)[N:22]([Si](C(C)C)(C(C)C)C(C)C)[CH:21]=3)=[CH:15][CH:14]=2)=[O:11])[CH:6]=[CH:7][CH:8]=1.[F-].C([N+](CCCC)(CCCC)CCCC)CCC.O>O1CCCC1>[NH:22]1[C:23]2=[N:24][CH:25]=[CH:26][CH:27]=[C:28]2[C:20]([CH2:19][C:16]2[CH:17]=[CH:18][C:13]([NH:12][C:10]([NH:9][C:5]3[CH:6]=[CH:7][CH:8]=[C:3]([C:2]([F:40])([F:1])[F:39])[CH:4]=3)=[O:11])=[CH:14][CH:15]=2)=[CH:21]1 |f:1.2|. Product: COC(=O)c1cnc(NCc2c(-c3ccccc3)noc2C)cn1. Starting materials: COC(=O)c1cnc(Cl)cn1, Cc1onc(-c2ccccc2)c1CN, CCOC(C)=O, CS(C)=O, CC(C)OC(C)C. As a reaction SMILES: [CH3:15][O:16][C:17](=[O:18])[c:19]1[n:20][cH:21][c:22]([Cl:25])[n:23][cH:24]1.[CH3:1][c:2]1[c:3]([CH2:13][NH2:14])[c:4](-[c:7]2[cH:8][cH:9][cH:10][cH:11][cH:12]2)[n:5][o:6]1.[CH3:33][CH2:34][O:35][C:36](=[O:37])[CH3:38].[CH3:39][S:40]([CH3:41])=[O:42].[CH:26]([O:27][CH:28]([CH3:29])[CH3:30])([CH3:31])[CH3:32]>>[CH3:1][c:2]1[c:3]([CH2:13][NH:14][c:22]2[cH:21][n:20][c:19]([C:17]([O:16][CH3:15])=[O:18])[cH:24][n:23]2)[c:4](-[c:7]2[cH:8][cH:9][cH:10][cH:11][cH:12]2)[n:5][o:6]1.